From a dataset of the Open Reaction Database (ORD), a public repository of structured organic reaction records. describe an organic reaction: reactants, conditions, products, and yield Starting materials: CCOC(C)=O, COC(=O)c1ccc(CCl)o1. Yields the product COC(=O)c1ccc(C)o1. RXN SMILES: [CH3:12][CH2:13][O:14][C:15](=[O:16])[CH3:17].[Cl:1][CH2:2][c:3]1[cH:4][cH:5][c:6]([C:8](=[O:9])[O:10][CH3:11])[o:7]1>>[CH3:2][c:3]1[cH:4][cH:5][c:6]([C:8](=[O:9])[O:10][CH3:11])[o:7]1.